From a dataset of the Open Reaction Database (ORD), a public repository of structured organic reaction records. describe an organic reaction: reactants, conditions, products, and yield Reactants: [N+](=O)(O)[O-] (nitric acid), C(C)(=O)NC1=CC(=CC=C1)Cl (N-acetyl-3-chloroaniline), ice. Run in O (water). Yields the product C(C)(=O)NC1=CC(=C(C=C1)[N+](=O)[O-])Cl (N-acetyl-3-chloro-4-nitroaniline). Reaction SMILES: [N+:1]([O-:4])(O)=[O:2].[C:5]([NH:8][C:9]1[CH:14]=[CH:13][CH:12]=[C:11]([Cl:15])[CH:10]=1)(=[O:7])[CH3:6]>O>[C:5]([NH:8][C:9]1[CH:14]=[CH:13][C:12]([N+:1]([O-:4])=[O:2])=[C:11]([Cl:15])[CH:10]=1)(=[O:7])[CH3:6]. Procedure: To fuming nitric acid (120 mL) at -50° C. was added N-acetyl-3-chloroaniline (30 g) over a period of 45 minutes. The reaction was kept between -50° C. and -30° C. using a dry ice/acetone bath. The reaction mixture was stirred for an additional hour and then poured into 1500 mL of crushed ice and water. The precipitate was filtered and slurried with 1 liter of slightly alkaline water (ammonium hydroxide) twice. The precipitate was then dried and recrystallized from toluene to yield (3.6 g) of N-a...